From a dataset of the Open Reaction Database (ORD), a public repository of structured organic reaction records. describe an organic reaction: reactants, conditions, products, and yield Starting materials: COC(C1=CC(=C(C=C1)[N+](=O)[O-])F)=O (3-Fluoro-4-nitro-benzoic acid methyl ester), N1(CCCC1)CCN (2-pyrrolidin-1-yl-ethylamine). The solvent is CO (MeOH), CCOC(=O)C (EtOAc). Product: COC(C1=CC(=C(C=C1)[N+](=O)[O-])NCCN1CCCC1)=O (4-Nitro-3-(2-pyrrolidin-1-yl-ethylamino)-benzoic acid methyl ester). RXN SMILES: [CH3:1][O:2][C:3](=[O:14])[C:4]1[CH:9]=[CH:8][C:7]([N+:10]([O-:12])=[O:11])=[C:6](F)[CH:5]=1.[N:15]1([CH2:20][CH2:21][NH2:22])[CH2:19][CH2:18][CH2:17][CH2:16]1>CO.CCOC(C)=O>[CH3:1][O:2][C:3](=[O:14])[C:4]1[CH:9]=[CH:8][C:7]([N+:10]([O-:12])=[O:11])=[C:6]([NH:22][CH2:21][CH2:20][N:15]2[CH2:19][CH2:18][CH2:17][CH2:16]2)[CH:5]=1. Procedure: 3-Fluoro-4-nitro-benzoic acid methyl ester (xiv) (1.08 g, 5.41 mmol) and 2-pyrrolidin-1-yl-ethylamine (1.36 g, 11.9 mmol) in MeOH (19 mL) were stirred under microwave irradiation at 100° C. for 10 min. The RM was diluted with EtOAc and washed with aqueous saturated NaHCO3 and brine, dried over Na2SO4, filtered and evaporated to dryness. The residue was dry loaded on silica gel and purified by chromatography with DCM and MeOH to yield the title product as an orange solid (tR 2.45 min (conditions ... Starting materials: Cc1noc(-c2ccc(C3CN(C(=O)OC(C)(C)C)CCO3)cc2)n1, CCOC(C)=O, Cl. Yields the product Cc1noc(-c2ccc(C3CNCCO3)cc2)n1, Cl. Reaction SMILES: [CH3:1][c:2]1[n:3][o:4][c:5](-[c:7]2[cH:8][cH:9][c:10]([CH:13]3[O:14][CH2:15][CH2:16][N:17]([C:19]([O:20][C:21]([CH3:22])([CH3:23])[CH3:24])=[O:25])[CH2:18]3)[cH:11][cH:12]2)[n:6]1.[CH3:27][CH2:28][O:29][C:30](=[O:31])[CH3:32].[ClH:26]>>[CH3:1][c:2]1[n:3][o:4][c:5](-[c:7]2[cH:8][cH:9][c:10]([CH:13]3[O:14][CH2:15][CH2:16][NH:17][CH2:18]3)[cH:11][cH:12]2)[n:6]1.[ClH:26]. Starting materials: 200g, 200g, C1C=CC2C1C3CC2C=C3 (dicyclopentadiene), C=1(C(=CC(=CC1)N)N)C (2,4-toluenediamine), 162g, CCCCC (pentane). The reagents and catalysts are alumina silica. Reaction conditions: temperature 205 celsius. Product: C1(C=CCC1)C1=C(C=C(C(=C1)C)N)N (5-(Cyclopent-2-enyl)-2,4-toluenediamine). RXN SMILES: [C:1]1([CH3:9])[C:2]([NH2:8])=[CH:3][C:4]([NH2:7])=[CH:5][CH:6]=1.C1C2C3C=CC(C2C=C1)C3.[CH3:20][CH2:21][CH2:22][CH2:23][CH3:24]>>[CH:22]1([C:5]2[CH:6]=[C:1]([CH3:9])[C:2]([NH2:8])=[CH:3][C:4]=2[NH2:7])[CH2:23][CH2:24][CH:20]=[CH:21]1. Procedure details: A 200g (1.64 mol) portion of 2,4-toluenediamine, 162g (1.23 mol, 2,45 equiv) of dicyclopentadiene, 200g (2.78 mol) of pentane, and 20.0g of an amorphous alumina-silica catalyst comprised of 13% alumina and 87% silica were charged to a 1000cc pressure vessel equipped with a mechanical stirrer. The vessel was sealed and purged with nitrogen leaving a 32 psig nitrogen blanket. The vessel contents were heated to 205° C. with stirring and were maintained at that temperature for 22 hours. The contents... The reactants are Cc1cc2ccc(C(=O)O)cc2n1Cc1ccccc1Cl, C1=C(C2=NNCCCCCCCC2)CCCCCCCCC1, CN(C)C=O, NS(=O)(=O)c1ccccc1. Product: Cc1cc2ccc(C(=O)NS(=O)(=O)c3ccccc3)cc2n1Cc1ccccc1Cl. RXN SMILES: [C:1](=[O:2])([OH:3])[c:4]1[cH:5][cH:6][c:7]2[cH:8][c:9]([CH3:21])[n:10]([CH2:13][c:14]3[c:15]([Cl:20])[cH:16][cH:17][cH:18][cH:19]3)[c:11]2[cH:12]1.[C:32]1([C:33]2=[CH:43][CH2:42][CH2:41][CH2:40][CH2:39][CH2:38][CH2:37][CH2:36][CH2:35][CH2:34]2)=[N:53][NH:52][CH2:51][CH2:50][CH2:49][CH2:48][CH2:47][CH2:46][CH2:45][CH2:44]1.[CH3:54][N:55]([CH3:56])[CH:57]=[O:58].[c:22]1([S:28](=[O:29])(=[O:30])[NH2:31])[cH:23][cH:24][cH:25][cH:26][cH:27]1>>[C:1](=[O:3])([c:4]1[cH:5][cH:6][c:7]2[cH:8][c:9]([CH3:21])[n:10]([CH2:13][c:14]3[c:15]([Cl:20])[cH:16][cH:17][cH:18][cH:19]3)[c:11]2[cH:12]1)[NH:31][S:28]([c:22]1[cH:23][cH:24][cH:25][cH:26][cH:27]1)(=[O:29])=[O:30]. Reactants: FC1=CC2=C(C(=NO2)C2=CC=C(C=C2)OC[C@H]2OC2)C=C1 ((S)-6-fluoro-3-(4-oxiranylmethoxy-phenyl)-benzo[d]isoxazole), C1CNCC2=C1C3=CC=CC=C3N2 (noreleagnine). Run in CN(C=O)C (dimethylformamide), C(C)O (ethanol). Yields the product FC1=CC2=C(C(=NO2)C2=CC=C(OC[C@H](CN3CC=4NC5=CC=CC=C5C4CC3)O)C=C2)C=C1 ((S)-1-[4-(6-fluoro-benzo[d]isoxazol-3-yl)-phenoxy]-3-(1,2,3,4-tetrahydro-β-carbolin-2-yl)-propan-2-ol). As a reaction SMILES: [F:1][C:2]1[CH:21]=[CH:20][C:5]2[C:6]([C:9]3[CH:14]=[CH:13][C:12]([O:15][CH2:16][C@@H:17]4[CH2:19][O:18]4)=[CH:11][CH:10]=3)=[N:7][O:8][C:4]=2[CH:3]=1.[CH2:22]1[C:27]2[C:28]3[C:33]([NH:34][C:26]=2[CH2:25][NH:24][CH2:23]1)=[CH:32][CH:31]=[CH:30][CH:29]=3>CN(C)C=O.C(O)C>[F:1][C:2]1[CH:21]=[CH:20][C:5]2[C:6]([C:9]3[CH:10]=[CH:11][C:12]([O:15][CH2:16][C@@H:17]([OH:18])[CH2:19][N:24]4[CH2:23][CH2:22][C:27]5[C:28]6[C:33](=[CH:32][CH:31]=[CH:30][CH:29]=6)[NH:34][C:26]=5[CH2:25]4)=[CH:13][CH:14]=3)=[N:7][O:8][C:4]=2[CH:3]=1. Procedure details: The title compound is prepared from a mixture of (S)-6-fluoro-3-(4-oxiranylmethoxy-phenyl)-benzo[d]isoxazole in dimethylformamide and noreleagnine in ethanol essentially as described above in Example 21. Purity by LC/MS=99%, [M+H]+=458. Starting materials: CNS(=O)(=O)CCC=1C=C2C=CNC2=CC1 (N-methyl-1H-indole-5-ethanesulphonamide), [OH-].[K+] (potassium hydroxide), CN1CCC(CC1)=O (N-methyl-4-piperidone), CO (methanol), 24h. The product is C(C(=O)O)(=O)O.CNS(=O)(=O)CCC=1C=C2C(=CNC2=CC1)C=1CCN(CC1)C (N-Methyl-3-(1,2,3,6-tetrahydro-1-methyl-4-pyridinyl)-1H-indole-5-ethane sulphonamide oxalate). RXN SMILES: [CH3:1][NH:2][S:3]([CH2:6][CH2:7][C:8]1[CH:9]=[C:10]2[C:14](=[CH:15][CH:16]=1)[NH:13][CH:12]=[CH:11]2)(=[O:5])=[O:4].[OH-:17].[K+].[CH3:19][N:20]1[CH2:25][CH2:24][C:23](=[O:26])[CH2:22][CH2:21]1.[CH3:27][OH:28]>>[C:23]([OH:26])(=[O:4])[C:27]([OH:28])=[O:17].[CH3:1][NH:2][S:3]([CH2:6][CH2:7][C:8]1[CH:9]=[C:10]2[C:14](=[CH:15][CH:16]=1)[NH:13][CH:12]=[C:11]2[C:23]1[CH2:24][CH2:25][N:20]([CH3:19])[CH2:21][CH:22]=1)(=[O:5])=[O:4] |f:1.2,5.6|. Procedure details: A solution of N-methyl-1H-indole-5-ethanesulphonamide (1.0 g) in methanol (50 ml) containing potassium hydroxide (5.6 g) and N-methyl-4-piperidone (1.0 ml) was heated at reflux for 24h, cooled, and the resulting solid filtered off (1.0 g). A sample of the solid (0.2 g) was dissolved in a hot methanolic solution of oxalic acid (0.06 g), the solution cooled, and the salt precipitated by adding ethyl acetate (20 ml) and dry ether (50 ml). The salt was filtered off, and dried in vacuo to give the ti...